Dataset: the Open Reaction Database (ORD), a public repository of structured organic reaction records. Task: describe an organic reaction: reactants, conditions, products, and yield The reactants are N[C@H](CCCCN)C(=O)O (D-Lys), D-homo-Arg, homo-Arg, N[C@H]([C@H](C)CC)C(=O)O (D-Ile), N[C@@H](CCCN)C(=O)O (Orn), N[C@H](CCSC)C(=O)O (D-Met), N[C@@H](CCCNC(N)=N)C(=O)O (Arg), N[C@H](CCCNC(N)=N)C(=O)O (D-Arg), N[C@@H](CCSC)C(=O)O (Met). Yields the product N[C@@H](CCCCN)C(=O)O (Lysine). Reaction SMILES: [NH2:1][C@@H:2]([C:8]([OH:10])=[O:9])[CH2:3][CH2:4][CH2:5][CH2:6][NH2:7].N[C@H](C(O)=O)CCCNC(=N)N.N[C@@H](C(O)=O)CCCNC(=N)N.N[C@H](C(O)=O)CCSC.N[C@@H](C(O)=O)CCSC.N[C@@H](C(O)=O)[C@@H](CC)C.N[C@H](C(O)=O)CCCN>>[NH2:1][C@H:2]([C:8]([OH:10])=[O:9])[CH2:3][CH2:4][CH2:5][CH2:6][NH2:7]. Procedure details: D-Lys, Arg, D-Arg, homo-Arg, D-homo-Arg, Met, D-Met, lie, D-Ile, Orn, D-Om Reactants: CCC(C#N)(C(=O)O)C(C)C1CC1, CO, [Na+], C1CCOC1, [OH-]. Yields the product CC(C1CC1)C(C#N)C(=O)O. Reaction SMILES: [CH2:1]([CH3:2])[C:3]([C:4](=[O:5])[OH:6])([CH:7]([CH3:8])[CH:9]1[CH2:10][CH2:11]1)[C:12]#[N:13].[CH3:14][OH:15].[Na+:17].[O:18]1[CH2:19][CH2:20][CH2:21][CH2:22]1.[OH-:16]>>[CH:3]([C:4](=[O:5])[OH:6])([CH:7]([CH3:8])[CH:9]1[CH2:10][CH2:11]1)[C:12]#[N:13]. Reactants: ClCCl, O=C(Cl)c1cccc([N+](=O)[O-])c1, COC(=O)c1ccc(CN)cc1. Yields the product COC(=O)c1ccc(CNC(=O)c2cccc([N+](=O)[O-])c2)cc1. RXN SMILES: [Cl:25][CH2:26][Cl:27].[N+:13](=[O:14])([O-:15])[c:16]1[cH:17][c:18]([C:19](=[O:20])[Cl:21])[cH:22][cH:23][cH:24]1.[NH2:1][CH2:2][c:3]1[cH:4][cH:5][c:6]([C:7](=[O:8])[O:9][CH3:10])[cH:11][cH:12]1>>[NH:1]([CH2:2][c:3]1[cH:4][cH:5][c:6]([C:7](=[O:8])[O:9][CH3:10])[cH:11][cH:12]1)[C:19]([c:18]1[cH:17][c:16]([N+:13](=[O:14])[O-:15])[cH:24][cH:23][cH:22]1)=[O:20]. Procedure: To a stirred suspension of LiAlH4 (1.35 g, 0.035 mol) in dry tetrahydrofuran (25 ml) under nitrogen was added dropwise a solution of (±) trans-1-anilino-2-ethoxycarbonylaminoindane (3.50 g, 0.012 mol) in dry tetrahydrofuran (25 ml). The mixture was heated under reflux for 3.25 h. After cooling in ice, wet diethyl ether was added to quench excess LiAlH4, followed by a minimum amount of water. The precipitate was removed by filtration, and the filtrate was concentrated in vacuo to give a cream col... RXN SMILES: [H-].[H-].[H-].[H-].[Li+].[Al+3].[NH:7]([C@@H:14]1[C:22]2[C:17](=[CH:18][CH:19]=[CH:20][CH:21]=2)[CH2:16][C@H:15]1[NH:23][C:24](OCC)=O)[C:8]1[CH:13]=[CH:12][CH:11]=[CH:10][CH:9]=1.C(OCC)C>O1CCCC1>[NH:7]([C@@H:14]1[C:22]2[C:17](=[CH:18][CH:19]=[CH:20][CH:21]=2)[CH2:16][C@H:15]1[NH:23][CH3:24])[C:8]1[CH:9]=[CH:10][CH:11]=[CH:12][CH:13]=1 |f:0.1.2.3.4.5|. Solvent: O1CCCC1 (tetrahydrofuran), O1CCCC1 (tetrahydrofuran). The product is N(C1=CC=CC=C1)[C@H]1[C@@H](CC2=CC=CC=C12)NC ((±) trans 1-Anilino-2-methylaminoindane). Starting materials: N(C1=CC=CC=C1)[C@H]1[C@@H](CC2=CC=CC=C12)NC(=O)OCC ((±) trans-1-anilino-2-ethoxycarbonylaminoindane), solid, [H-].[H-].[H-].[H-].[Li+].[Al+3] (LiAlH4), C(C)OCC (diethyl ether). The reactants are CCOC(=O)c1ccc(-c2ccc(OCCBr)c(-c3ccc4c(c3)C(C)(C)CCC4(C)C)c2)cc1, CCO, NC1CC1. Yields the product CCOC(=O)c1ccc(-c2ccc(OCCNC3CC3)c(-c3ccc4c(c3)C(C)(C)CCC4(C)C)c2)cc1. Reaction SMILES: [Br:1][CH2:2][CH2:3][O:4][c:5]1[c:6](-[c:22]2[cH:23][c:24]3[c:29]([cH:30][cH:31]2)[C:28]([CH3:32])([CH3:33])[CH2:27][CH2:26][C:25]3([CH3:34])[CH3:35])[cH:7][c:8](-[c:11]2[cH:12][cH:13][c:14]([C:17](=[O:18])[O:19][CH2:20][CH3:21])[cH:15][cH:16]2)[cH:9][cH:10]1.[CH3:40][CH2:41][OH:42].[CH:36]1([NH2:39])[CH2:37][CH2:38]1>>[CH2:2]([CH2:3][O:4][c:5]1[c:6](-[c:22]2[cH:23][c:24]3[c:29]([cH:30][cH:31]2)[C:28]([CH3:32])([CH3:33])[CH2:27][CH2:26][C:25]3([CH3:34])[CH3:35])[cH:7][c:8](-[c:11]2[cH:12][cH:13][c:14]([C:17](=[O:18])[O:19][CH2:20][CH3:21])[cH:15][cH:16]2)[cH:9][cH:10]1)[NH:39][CH:36]1[CH2:37][CH2:38]1. The reactants are C(C)(C)(C)C1=NNC(=C1)C(=O)NCCC=1OC=CC1 (3-tert-butyl-N-(2-(furan-2-yl)-ethyl)-1H-pyrazole-5-carboxamide), NC1=C(C(=C(C#N)C=C1)Cl)C (4-amino-2-chloro-3-methylbenzonitrile), Cl (HCl), N(=O)[O-].[Na+] (Sodium nitrite). Reagents/catalysts: O.O.O.O.[Fe](Cl)Cl (iron (II) chloride tetrahydrate). The solvent is CC(=O)C (acetone), O (water), O (water), O (water), O (Water). Run at temperature 80 celsius, time 40 minute. The product is C(C)(C)(C)C1=NNC(=C1)C(=O)NCCC=1OC(=CC1)C1=C(C(=C(C=C1)C#N)Cl)C (3-tert-butyl-N-(2-(5-(3-chloro-4-cyano-2-methylphenyl)furan-2-yl)ethyl)-1H-pyrazole-5-carboxamide). Yield: 2.6%. As a reaction SMILES: N[C:2]1[CH:9]=[CH:8][C:5]([C:6]#[N:7])=[C:4]([Cl:10])[C:3]=1[CH3:11].Cl.N([O-])=O.[Na+].[C:17]([C:21]1[CH:25]=[C:24]([C:26]([NH:28][CH2:29][CH2:30][C:31]2[O:32][CH:33]=[CH:34][CH:35]=2)=[O:27])[NH:23][N:22]=1)([CH3:20])([CH3:19])[CH3:18]>O.CC(C)=O.O.O.O.O.[Fe](Cl)Cl>[C:17]([C:21]1[CH:25]=[C:24]([C:26]([NH:28][CH2:29][CH2:30][C:31]2[O:32][C:33]([C:2]3[CH:9]=[CH:8][C:5]([C:6]#[N:7])=[C:4]([Cl:10])[C:3]=3[CH3:11])=[CH:34][CH:35]=2)=[O:27])[NH:23][N:22]=1)([CH3:20])([CH3:18])[CH3:19] |f:2.3,7.8.9.10.11|. Procedure details: 4-amino-2-chloro-3-methylbenzonitrile (0.200 g, 1.20 mmol) was added to a solution of water (2 ml) and conc. HCl (2 ml) and the mixture was stirred vigorously, heated to 80° C. for 15 min and then cooled to −10° C. Sodium nitrite (0.091 g, 1.32 mmol) was dissolved in 0.5 ml of water and added drop wise to the cooled reaction mixture. After 40 min, the mixture was filtered and 3-tert-butyl-N-(2-(furan-2-yl)-ethyl)-1H-pyrazole-5-carboxamide (0.345 g, 1.32 mmol) dissolved in acetone (3 ml) was adde...